describe an organic reaction: reactants, conditions, products, and yield From a dataset of the Open Reaction Database (ORD), a public repository of structured organic reaction records. The reactants are O1CCOC12CCC(CC2)O (1,4-dioxaspiro[4.5]decan-8-ol), [H-].[Na+] (sodium hydride), CC1=CC=C(C=C1)S(=O)(=O)OCCCCCCCOC (7-methoxyheptyl 4-methylbenzenesulfonate), C(C)(=O)OCC (ethyl acetate). Solvent: CN(C=O)C (N,N-dimethylformamide), CN(C=O)C (N,N-dimethylformamide), O (water). Conditions: time 2 hour. Yields the product COCCCCCCCOC1CCC2(OCCO2)CC1 (8-(7-methoxyheptyloxy)-1,4-dioxaspiro[4.5]decane). Yield: 68.3%. RXN SMILES: [O:1]1[C:5]2([CH2:10][CH2:9][CH:8]([OH:11])[CH2:7][CH2:6]2)[O:4][CH2:3][CH2:2]1.[H-].[Na+].CC1C=CC(S(O[CH2:25][CH2:26][CH2:27][CH2:28][CH2:29][CH2:30][CH2:31][O:32][CH3:33])(=O)=O)=CC=1.C(OCC)(=O)C>CN(C)C=O.O>[CH3:33][O:32][CH2:31][CH2:30][CH2:29][CH2:28][CH2:27][CH2:26][CH2:25][O:11][CH:8]1[CH2:9][CH2:10][C:5]2([O:4][CH2:3][CH2:2][O:1]2)[CH2:6][CH2:7]1 |f:1.2|. Procedure details: To a solution of 1,4-dioxaspiro[4.5]decan-8-ol (9.5 g) in N,N-dimethylformamide (200 ml) was added portionwise sodium hydride (abt. 60% oil suspension) (2.6 g) under ice-cooling and nitrogen atmosphere. After stirring for 2 hours at room temperature, the reaction mixture was stirred for 1 hour at 60° C. To the reaction mixture was added a solution of 7-methoxyheptyl 4-methylbenzenesulfonate (15.0 g) in N,N-dimethylformamide (50 ml) at 60° C. and then the reaction mixture was stirred for 2 hours ... Reactants: O=C([O-])[O-], ClCCl, O=C(O)C(F)(F)F, [Na+], [Na+], O, Cc1cc(OC2CN(C(=O)OC(C)(C)C)C2)ccc1CN1CCC(C)(CO)CC1. Product: Cc1cc(OC2CNC2)ccc1CN1CCC(C)(CO)CC1. As a reaction SMILES: [C:38](=[O:39])([O-:40])[O-:41].[Cl:44][CH2:45][Cl:46].[F:30][C:31]([F:32])([F:33])[C:34]([OH:35])=[O:36].[Na+:42].[Na+:43].[OH2:37].[OH:1][CH2:2][C:3]1([CH3:29])[CH2:4][CH2:5][N:6]([CH2:9][c:10]2[c:11]([CH3:28])[cH:12][c:13]([O:14][CH:15]3[CH2:16][N:17]([C:19]([O:20][C:21]([CH3:22])([CH3:23])[CH3:24])=[O:25])[CH2:18]3)[cH:26][cH:27]2)[CH2:7][CH2:8]1>>[OH:1][CH2:2][C:3]1([CH3:29])[CH2:4][CH2:5][N:6]([CH2:9][c:10]2[c:11]([CH3:28])[cH:12][c:13]([O:14][CH:15]3[CH2:16][NH:17][CH2:18]3)[cH:26][cH:27]2)[CH2:7][CH2:8]1. The reactants are [Br-], ClCCl, ClC(Cl)Cl, [K+], O=C([O-])[O-], Oc1ccccc1, O=C(Cl)Oc1ccccc1, c1ccncc1. Yields the product O=C(Oc1ccccc1)Oc1ccccc1. RXN SMILES: [Br-:18].[Cl:30][CH2:31][Cl:32].[Cl:33][CH:34]([Cl:35])[Cl:36].[K+:19].[O-:20][C:21](=[O:22])[O-:23].[OH:1][c:2]1[cH:3][cH:4][cH:5][cH:6][cH:7]1.[c:8]1([O:14][C:15](=[O:16])[Cl:17])[cH:9][cH:10][cH:11][cH:12][cH:13]1.[cH:24]1[cH:25][cH:26][n:27][cH:28][cH:29]1>>[O:1]([c:2]1[cH:3][cH:4][cH:5][cH:6][cH:7]1)[C:15]([O:14][c:8]1[cH:9][cH:10][cH:11][cH:12][cH:13]1)=[O:16]. Starting materials: CCN(CC)Cc1ccc(C(=O)Cl)cc1Br, Cc1ccc(N)cc1Nc1nccc(-c2cccnc2)n1, Cc1ccc(N)cc1Nc1nccc(-c2ccc(Cl)nc2)n1, Cl, Cl. The product is CCN(CC)Cc1ccc(C(=O)Nc2ccc(C)c(Nc3nccc(-c4cccnc4)n3)c2)cc1Br. RXN SMILES: [Br:46][c:47]1[cH:48][c:49]([C:50](=[O:51])[Cl:52])[cH:53][cH:54][c:55]1[CH2:56][N:57]([CH2:58][CH3:59])[CH2:60][CH3:61].[CH3:1][c:2]1[c:3]([NH:9][c:10]2[n:11][cH:12][cH:13][c:14](-[c:16]3[cH:17][n:18][cH:19][cH:20][cH:21]3)[n:15]2)[cH:4][c:5]([NH2:6])[cH:7][cH:8]1.[Cl:22][c:23]1[n:24][cH:25][c:26](-[c:27]2[cH:28][cH:29][n:30][c:31]([NH:32][c:33]3[cH:34][c:35]([NH2:40])[cH:36][cH:37][c:38]3[CH3:39])[n:41]2)[cH:42][cH:43]1.[ClH:44].[ClH:45]>>[CH3:1][c:2]1[c:3]([NH:9][c:10]2[n:11][cH:12][cH:13][c:14](-[c:16]3[cH:17][n:18][cH:19][cH:20][cH:21]3)[n:15]2)[cH:4][c:5]([NH:6][C:50]([c:49]2[cH:48][c:47]([Br:46])[c:55]([CH2:56][N:57]([CH2:58][CH3:59])[CH2:60][CH3:61])[cH:54][cH:53]2)=[O:51])[cH:7][cH:8]1.